Dataset: the Open Reaction Database (ORD), a public repository of structured organic reaction records. Task: describe an organic reaction: reactants, conditions, products, and yield The reactants are CC(C)C(=O)Cl, Cl, CC(=O)NCCC1CCc2ccc(N)c(O)c21, O, c1ccncc1. The product is CC(=O)NCCC1CCc2ccc(NC(=O)C(C)C)c(O)c21. As a reaction SMILES: [C:19]([CH:20]([CH3:21])[CH3:22])(=[O:23])[Cl:24].[ClH:1].[NH2:2][c:3]1[cH:4][cH:5][c:6]2[c:10]([c:11]1[OH:12])[CH:9]([CH2:13][CH2:14][NH:15][C:16]([CH3:17])=[O:18])[CH2:8][CH2:7]2.[OH2:25].[cH:26]1[cH:27][cH:28][n:29][cH:30][cH:31]1>>[NH:2]([c:3]1[cH:4][cH:5][c:6]2[c:10]([c:11]1[OH:12])[CH:9]([CH2:13][CH2:14][NH:15][C:16]([CH3:17])=[O:18])[CH2:8][CH2:7]2)[C:19]([CH:20]([CH3:21])[CH3:22])=[O:23]. Yield: 81.0%. Run at temperature 90 celsius. Reaction SMILES: [CH:1]([PH:3](=[O:6])[CH:4]=[CH2:5])=[CH2:2].[CH2:7]([NH2:14])[C:8]1[CH:13]=[CH:12][CH:11]=[CH:10][CH:9]=1.[CH2:15]1[CH2:19]O[CH2:17][CH2:16]1>O>[CH2:7]([N:14]1[CH2:5][CH2:4][P:3](=[O:6])([CH2:17][CH:16]2[CH2:19][CH2:15]2)[CH2:1][CH2:2]1)[C:8]1[CH:13]=[CH:12][CH:11]=[CH:10][CH:9]=1. Solvent: O (water). Procedure details: Cyclopropylmethyl)-divinyl-phosphine oxide (3.56, 22.8 mmol) and benzylamine (3.0 mL, 27.4 mmol) were dissolved in a mixture of THF (100 mL) and deionized water (100 mL). The reaction mixture was heated at 90° C. for 24 hours. The reaction was not complete and so additional benzylamine (1.0 mL, 9.1 mmol) was added and the reaction mixture was heated for an additional six hours at 90° C. The reaction mixture was concentrated by rotary evaporation and the product was extracted into dichloromethane... The reactants are C(=C)P(C=C)=O (divinyl-phosphine oxide), C(C1=CC=CC=C1)N (benzylamine), C1CCOC1 (THF), C(C1=CC=CC=C1)N (benzylamine). The product is C(C1=CC=CC=C1)N1CCP(CC1)(CC1CC1)=O (1-benzyl-4-(cyclopropylmethyl)-[1,4]azaphosphinane 4-oxide). Reactants: [H-].[Na+] (Sodium hydride), BrC1=C(C=C(C=C1)Cl)NC(=O)C1CN(C1)C(=O)OC(C)(C)C (tert-butyl 3-((2-bromo-5-chlorophenyl)carbamoyl)azetidine-1-carboxylate), IC (Iodomethane). The solvent is C1CCOC1 (THF). Run at temperature 0 celsius, time 15 minute. The product is BrC1=C(C=C(C=C1)Cl)N(C(=O)C1CN(C1)C(=O)OC(C)(C)C)C (tert-butyl 3-((2-bromo-5-chlorophenyl)(methyl)carbamoyl)azetidine-1-carboxylate). Yield: 94.5%. Reaction SMILES: [Br:1][C:2]1[CH:7]=[CH:6][C:5]([Cl:8])=[CH:4][C:3]=1[NH:9][C:10]([CH:12]1[CH2:15][N:14]([C:16]([O:18][C:19]([CH3:22])([CH3:21])[CH3:20])=[O:17])[CH2:13]1)=[O:11].[H-].[Na+].I[CH3:26]>C1COCC1>[Br:1][C:2]1[CH:7]=[CH:6][C:5]([Cl:8])=[CH:4][C:3]=1[N:9]([CH3:26])[C:10]([CH:12]1[CH2:13][N:14]([C:16]([O:18][C:19]([CH3:22])([CH3:21])[CH3:20])=[O:17])[CH2:15]1)=[O:11] |f:1.2|. Reported procedure: A solution of tert-butyl 3-((2-bromo-5-chlorophenyl)carbamoyl)azetidine-1-carboxylate 7.56 (400 mg, 1.03 mmol) in THF (3 mL) was cooled 0° C. Sodium hydride (60%, 63 mg, 1.58 mmol) was added and mixture stirred at 0° C. for 15 minutes. Iodomethane (0.45 mL, 7.23 mmol) was then added dropwise and the mixture was warmed to rt and stirred overnight. Reaction mixture was quenched with water and taken up in EtOAc. Layers were separated, and aqueous was extracted with ethyl acetate. Combined organics ... Reactants: Cc1nc(C(=O)O)c(-c2ccccc2C(F)(F)F)s1, O=C(NCC1CC2CC2N1)c1cccc2c1OCCO2. The product is Cc1nc(C(=O)N2C(CNC(=O)c3cccc4c3OCCO4)CC3CC32)c(-c2ccccc2C(F)(F)F)s1. Reaction SMILES: [CH3:21][c:22]1[s:23][c:24](-[c:30]2[c:31]([C:36]([F:37])([F:38])[F:39])[cH:32][cH:33][cH:34][cH:35]2)[c:25]([C:27](=[O:28])[OH:29])[n:26]1.[CH:1]12[NH:2][CH:3]([CH2:7][NH:8][C:9](=[O:10])[c:11]3[cH:12][cH:13][cH:14][c:15]4[c:20]3[O:19][CH2:18][CH2:17][O:16]4)[CH2:4][CH:5]1[CH2:6]2>>[CH:1]12[N:2]([C:27]([c:25]3[c:24](-[c:30]4[c:31]([C:36]([F:37])([F:38])[F:39])[cH:32][cH:33][cH:34][cH:35]4)[s:23][c:22]([CH3:21])[n:26]3)=[O:28])[CH:3]([CH2:7][NH:8][C:9](=[O:10])[c:11]3[cH:12][cH:13][cH:14][c:15]4[c:20]3[O:19][CH2:18][CH2:17][O:16]4)[CH2:4][CH:5]1[CH2:6]2. Starting materials: BrB(Br)Br, ClC(Cl)Cl, COc1cc(NC(=O)c2ccc(-c3ccccc3)cc2)ccc1C(=O)O. Product: O=C(Nc1ccc(C(=O)O)c(O)c1)c1ccc(-c2ccccc2)cc1. Reaction SMILES: [B:27]([Br:28])([Br:29])[Br:30].[Cl:31][CH:32]([Cl:33])[Cl:34].[c:1]1(-[c:21]2[cH:22][cH:23][cH:24][cH:25][cH:26]2)[cH:2][cH:3][c:4]([C:7](=[O:8])[NH:9][c:10]2[cH:11][c:12]([O:19][CH3:20])[c:13]([C:14](=[O:15])[OH:16])[cH:17][cH:18]2)[cH:5][cH:6]1>>[c:1]1(-[c:21]2[cH:22][cH:23][cH:24][cH:25][cH:26]2)[cH:2][cH:3][c:4]([C:7](=[O:8])[NH:9][c:10]2[cH:11][c:12]([OH:19])[c:13]([C:14](=[O:15])[OH:16])[cH:17][cH:18]2)[cH:5][cH:6]1. Starting materials: Cc1ccccc1C(=O)c1cnc(NCCCNC(=O)OC(C)(C)C)s1, O=C([O-])O, CCOCC, Cl, [Na+]. Yields the product Cc1ccccc1C(=O)c1cnc(NCCCN)s1. RXN SMILES: [C:1]([O:2][C:3](=[O:4])[NH:7][CH2:8][CH2:9][CH2:10][NH:11][c:12]1[s:13][c:14]([C:17]([c:18]2[c:19]([CH3:24])[cH:20][cH:21][cH:22][cH:23]2)=[O:25])[cH:15][n:16]1)([CH3:5])([CH3:6])[CH3:26].[C:28](=[O:29])([OH:30])[O-:31].[CH3:33][CH2:34][O:35][CH2:36][CH3:37].[ClH:27].[Na+:32]>>[NH2:7][CH2:8][CH2:9][CH2:10][NH:11][c:12]1[s:13][c:14]([C:17]([c:18]2[c:19]([CH3:24])[cH:20][cH:21][cH:22][cH:23]2)=[O:25])[cH:15][n:16]1. Reactants: CNC, ClCCl, O=[N+]([O-])c1ccc(Cc2ccc(S(=O)(=O)Cl)cc2)cc1, C1CCOC1. Product: CN(C)S(=O)(=O)c1ccc(Cc2ccc([N+](=O)[O-])cc2)cc1. As a reaction SMILES: [CH3:1][NH:2][CH3:3].[Cl:4][CH2:5][Cl:6].[Cl:7][S:8](=[O:9])(=[O:10])[c:11]1[cH:12][cH:13][c:14]([CH2:15][c:16]2[cH:17][cH:18][c:19]([N+:22](=[O:23])[O-:24])[cH:20][cH:21]2)[cH:25][cH:26]1.[O:27]1[CH2:28][CH2:29][CH2:30][CH2:31]1>>[CH3:1][N:2]([CH3:3])[S:8](=[O:9])(=[O:10])[c:11]1[cH:12][cH:13][c:14]([CH2:15][c:16]2[cH:17][cH:18][c:19]([N+:22](=[O:23])[O-:24])[cH:20][cH:21]2)[cH:25][cH:26]1. Reactants: 3,5-diiodo-4-(4′-20 methoxyphenoxy) benzoyl chloride, IC=1C=C(C(=O)O)C=C(C1OC1=CC=C(C=C1)OC)I (3,5-diiodo-4-(4′methoxyphenoxy)benzoic acid), IC=1C=C(C(=O)Cl)C=C(C1OC1=CC=C(C=C1)OC)I (3,5-diiodo-4-(4′-methoxyphenoxy) benzoyl chloride). Run at temperature 70 celsius. Product: IC=1C=C(C(=O)OCC)C=C(C1OC1=CC=C(C=C1)OC)I (Ethyl 3,5-diiodo-4-(4′-methoxyphenoxy)benzoate). Reaction SMILES: [I:1][C:2]1[CH:3]=[C:4]([CH:8]=[C:9]([I:20])[C:10]=1[O:11][C:12]1[CH:17]=[CH:16][C:15]([O:18][CH3:19])=[CH:14][CH:13]=1)[C:5]([OH:7])=[O:6].I[C:22]1C=C(C=C(I)[C:30]=1OC1C=CC(OC)=CC=1)C(Cl)=O>>[I:1][C:2]1[CH:3]=[C:4]([CH:8]=[C:9]([I:20])[C:10]=1[O:11][C:12]1[CH:17]=[CH:16][C:15]([O:18][CH3:19])=[CH:14][CH:13]=1)[C:5]([O:7][CH2:22][CH3:30])=[O:6]. Procedure details: Ethyl 3,5-diiodo-4-(4′-methoxyphenoxy)benzoate (Compound 5) was synthesized by way of 3,5-diiodo-4-(4′-20 methoxyphenoxy) benzoyl chloride, the latter having been described in Borrows et al., supra. Thus, in a 10 ml flask 3,5-diiodo-4-(4′methoxyphenoxy)benzoic acid (99.2 mg, 0.200 mmole) was converted to 3,5-diiodo-4-(4′-methoxyphenoxy) benzoyl chloride. After removal of excess thionyl chloride under vacuum, anhydrous ethanol (5.0 ml) was added with stirring and the mixture heated to 70° C. for ... Reactants: BrCc1ccccc1, O=C([O-])[O-], CC(C)=O, [K+], [K+], N#Cc1ncccc1O. The product is N#Cc1ncccc1OCc1ccccc1. RXN SMILES: [Br:16][CH2:17][c:18]1[cH:19][cH:20][cH:21][cH:22][cH:23]1.[C:10](=[O:11])([O-:12])[O-:13].[CH3:24][C:25](=[O:26])[CH3:27].[K+:14].[K+:15].[OH:1][c:2]1[c:3]([C:8]#[N:9])[n:4][cH:5][cH:6][cH:7]1>>[O:1]([c:2]1[c:3]([C:8]#[N:9])[n:4][cH:5][cH:6][cH:7]1)[CH2:17][c:18]1[cH:19][cH:20][cH:21][cH:22][cH:23]1. Starting materials: C(C)(C)C=1C=CC(=NC1)N(CCCC=1C=C(C=CC1)O)CC1=CC=C(C=C1)OC(F)(F)F (3-(3-{(5-isopropylpyridin-2-yl)[4-(trifluoromethoxy)benzyl]amino}propyl)phenol), C(C)(C)(C)OC(CBr)=O (tert-butyl-bromo-acetate), C(=O)(C(F)(F)F)O (TFA). Reaction SMILES: [CH:1]([C:4]1[CH:5]=[CH:6][C:7]([N:10]([CH2:21][C:22]2[CH:27]=[CH:26][C:25]([O:28][C:29]([F:32])([F:31])[F:30])=[CH:24][CH:23]=2)[CH2:11][CH2:12][CH2:13][C:14]2[CH:15]=[C:16]([OH:20])[CH:17]=[CH:18][CH:19]=2)=[N:8][CH:9]=1)([CH3:3])[CH3:2].C([O:37][C:38](=[O:41])[CH2:39]Br)(C)(C)C.C(O)(C(F)(F)F)=O>>[CH:1]([C:4]1[CH:5]=[CH:6][C:7]([N:10]([CH2:21][C:22]2[CH:23]=[CH:24][C:25]([O:28][C:29]([F:32])([F:30])[F:31])=[CH:26][CH:27]=2)[CH2:11][CH2:12][CH2:13][C:14]2[CH:15]=[C:16]([CH:17]=[CH:18][CH:19]=2)[O:20][CH2:39][C:38]([OH:41])=[O:37])=[N:8][CH:9]=1)([CH3:3])[CH3:2]. The product is C(C)(C)C=1C=CC(=NC1)N(CCCC=1C=C(OCC(=O)O)C=CC1)CC1=CC=C(C=C1)OC(F)(F)F ([3-(3-{(5-Isopropylpyridin-2-yl)[4-(trifluoromethoxy)benzyl]amino}propyl)phenoxy]acetic acid). Procedure details: Similarly prepared by alkylation of 3-(3-{(5-isopropylpyridin-2-yl)[4-(trifluoromethoxy)benzyl]amino}propyl)phenol with tert-butyl-bromo-acetate followed by standard TFA hydrolysis.